Dataset: the Open Reaction Database (ORD), a public repository of structured organic reaction records. Task: describe an organic reaction: reactants, conditions, products, and yield Starting materials: C(C)(C)(C)C=1C=C(C(=O)[O-])C=C(C1O)C(C)(C)C.[Na+] (sodium 3,5-di-tert-butyl-4-hydroxybenzoate), [OH-].[Na+] (NaOH). The solvent is C=1(C(=CC=CC1)C)C (Xylene). Product: C(C)(C)(C)C=1C=C(C(=O)O)C=C(C1O)C(C)(C)C (3,5-di-tert-butyl-4-hydroxybenzoic acid). RXN SMILES: [C:1]([C:5]1[CH:6]=[C:7]([CH:11]=[C:12]([C:15]([CH3:18])([CH3:17])[CH3:16])[C:13]=1[OH:14])[C:8]([O-:10])=[O:9])([CH3:4])([CH3:3])[CH3:2].[Na+].[OH-].[Na+]>C1(C)C(C)=CC=CC=1>[C:1]([C:5]1[CH:6]=[C:7]([CH:11]=[C:12]([C:15]([CH3:18])([CH3:17])[CH3:16])[C:13]=1[OH:14])[C:8]([OH:10])=[O:9])([CH3:4])([CH3:3])[CH3:2] |f:0.1,2.3|. Procedure details: In a 200 ml four-necked flask were placed 49.53 g (0.240 mol) of 2,6-di-tert-butylphenol (hereinafter abbreviated to “2,6-DBP”), 2.05 g (0.018 mol) of DMi and 40 g of xylene, and the solution was heated until reflux begun. Afterward, azeotropic dehydration was carried out, while 4.41 g (0.054 mol) of a 49 wt % aqueous NaOH solution was added dropwise over 5 hours. Next, 20 g of xylene was added dropwise, and the solution was allowed to mature under the reflux for 2 hours. It was confirmed that a... Reactants: [Na] (sodium), NO.O (NH2OH.H2O), [Na] (sodium), NO.O (NH2OH.H2O), COC(C1=CC(=C(C=C1)CN1C(CCCC1C1=NC=CC=C1C)C1=NC=CC=C1C)CO)=O (4-(3,3″-dimethyl-3′,4′,5′,6′-tetrahydro-2′H-[2,2′;6′,2″]terpyridin-1′-ylmethyl)-3-hydroxymethyl-benzoic acid methyl ester), C(=O)(O)[O-].[Na+] (NaHCO3). The solvent is CO (MeOH), CO (MeOH), CO (MeOH), C(Cl)(Cl)Cl (CHCl3). Reaction conditions: time 2 hour. Product: CC=1C(=NC=CC1)C1N(C(CCC1)C1=NC=CC=C1C)CC1=C(C=C(C(=O)NO)C=C1)CO (4-(3,3″-Dimethyl-3′,4′,5′,6′-tetrahydro-2′H-[2,2′;6′,2″]terpyridin-1′-ylmethyl)-N-hydroxy-3-hydroxymethyl-benzamide). Isolated yield 90.6%. RXN SMILES: [Na].[NH2:2][OH:3].O.CO[C:7](=[O:37])[C:8]1[CH:13]=[CH:12][C:11]([CH2:14][N:15]2[CH:20]([C:21]3[C:26]([CH3:27])=[CH:25][CH:24]=[CH:23][N:22]=3)[CH2:19][CH2:18][CH2:17][CH:16]2[C:28]2[C:33]([CH3:34])=[CH:32][CH:31]=[CH:30][N:29]=2)=[C:10]([CH2:35][OH:36])[CH:9]=1.C([O-])(O)=O.[Na+]>CO.C(Cl)(Cl)Cl>[CH3:27][C:26]1[C:21]([CH:20]2[CH2:19][CH2:18][CH2:17][CH:16]([C:28]3[C:33]([CH3:34])=[CH:32][CH:31]=[CH:30][N:29]=3)[N:15]2[CH2:14][C:11]2[CH:12]=[CH:13][C:8]([C:7]([NH:2][OH:3])=[O:37])=[CH:9][C:10]=2[CH2:35][OH:36])=[N:22][CH:23]=[CH:24][CH:25]=1 |f:1.2,4.5,^1:0|. Procedure: To a stirred solution of sodium (320 mg, 14 mmol) in anhydrous MeOH (15 mL) was added NH2OH.H2O (550 mg, 7.9 mmol) followed by a solution of 4-(3,3″-dimethyl-3′,4′,5′,6′-tetrahydro-2′H-[2,2′;6′,2″]terpyridin-1′-ylmethyl)-3-hydroxymethyl-benzoic acid methyl ester (700 mg, 1.6 mmol) in anhydrous MeOH (7 mL). The mixture was stirred for 2 h, at which time TLC indicated that the reaction had stalled. A solution of sodium (320 mg, 14 mmol) and NH2OH.H2O (550 mg, 7.9 mmol) in anhydrous MeOH (8 mL) was... Starting materials: C1=C(C=CC2=CC=CC=C12)O (β-naphthol), P(OC1=CC=CC=C1)(OC1=CC=CC=C1)[O-] (diphenyl phosphite), C(C)N (ethylamine). Solvent: O (water). Reaction conditions: time 30 minute. Yields the product C(C)NC1=CC2=CC=CC=C2C=C1 (N-ethyl-β-naphthylamine). Yield: 92.0%. As a reaction SMILES: [CH:1]1[C:10]2[C:5](=[CH:6][CH:7]=[CH:8][CH:9]=2)[CH:4]=[CH:3][C:2]=1O.P([O-])(OC1C=CC=CC=1)OC1C=CC=CC=1.[CH2:28]([NH2:30])[CH3:29]>O>[CH2:28]([NH:30][C:2]1[CH:3]=[CH:4][C:5]2[C:10](=[CH:9][CH:8]=[CH:7][CH:6]=2)[CH:1]=1)[CH3:29]. Procedure details: 288 parts of β-naphthol, 6 parts of diphenyl phosphite and 115 parts of ethylamine gas are heated at 230° C in a pressure autoclave for 10 hours. The pressure is 35 atmospheres. The mixture is added to 2,000 parts of water and the batch is stirred for 30 minutes at 70° - 80° C. The lower oily phase is separated off and distilled. 314 parts of N-ethyl-β-naphthylamine boiling at 119° - 120° C/0.1 mm Hg are obtained, corresponding to a yield of 92% of theory.